This data is from the Open Reaction Database (ORD), a public repository of structured organic reaction records. The task is: describe an organic reaction: reactants, conditions, products, and yield Starting materials: CC[SiH](CC)CC, ClCCl, CCOC1c2cc3ccccc3cc2C(=O)N1c1ccccc1NC(=O)c1ccc(OC)cc1, O=C(O)C(F)(F)F. Product: COc1ccc(C(=O)Nc2ccccc2N2Cc3cc4ccccc4cc3C2=O)cc1. Reaction SMILES: [CH2:35]([SiH:36]([CH2:37][CH3:38])[CH2:39][CH3:40])[CH3:41].[CH2:49]([Cl:50])[Cl:51].[CH3:1][O:2][c:3]1[cH:4][cH:5][c:6]([C:7](=[O:8])[NH:9][c:10]2[c:11]([N:16]3[C:17](=[O:32])[c:18]4[cH:19][c:20]5[c:21]([cH:22][c:23]4[CH:24]3[O:25][CH2:26][CH3:27])[cH:28][cH:29][cH:30][cH:31]5)[cH:12][cH:13][cH:14][cH:15]2)[cH:33][cH:34]1.[OH:42][C:43]([C:44]([F:45])([F:46])[F:47])=[O:48]>>[CH3:1][O:2][c:3]1[cH:4][cH:5][c:6]([C:7](=[O:8])[NH:9][c:10]2[c:11]([N:16]3[C:17](=[O:32])[c:18]4[cH:19][c:20]5[c:21]([cH:22][c:23]4[CH2:24]3)[cH:28][cH:29][cH:30][cH:31]5)[cH:12][cH:13][cH:14][cH:15]2)[cH:33][cH:34]1.